This data is from the Open Reaction Database (ORD), a public repository of structured organic reaction records. The task is: describe an organic reaction: reactants, conditions, products, and yield The reactants are C(C)(=O)OCC([C@H]1[C@@H](C[C@H]2[C@@H]3C[C@@H](C4=CC(C=C[C@]4(C)[C@H]3[C@H](C[C@]12C)O)=O)Cl)C)=O (21-acetoxy-6α-chloro-11β-hydroxy-16α-methyl-1,4-pregnadiene-3,20-dione), CS(=O)(=O)Cl (methanesulfonic acid chloride), O (water). The solvent is N1=C(C=C(C=C1C)C)C (collidine), CN(C)C=O (DMF). Reaction conditions: time 15 minute. Yields the product C(C)(=O)OCC([C@H]1[C@@H](C[C@H]2[C@@H]3C[C@@H](C4=CC(C=C[C@]4(C)C3=CC[C@]12C)=O)Cl)C)=O (21-acetoxy-6α-chloro-16α-methyl-1,4,9(11)-pregnatriene-3,20-dione). The yield is 90.2%. RXN SMILES: [C:1]([O:4][CH2:5][C:6](=[O:30])[C@@H:7]1[C@:24]2([CH3:25])[C@H:10]([C@H:11]3[C@H:21]([C@@H:22](O)[CH2:23]2)[C@:19]2([CH3:20])[C:14](=[CH:15][C:16](=[O:27])[CH:17]=[CH:18]2)[C@@H:13]([Cl:28])[CH2:12]3)[CH2:9][C@H:8]1[CH3:29])(=[O:3])[CH3:2].CS(Cl)(=O)=O.O>N1C(C)=CC(C)=CC=1C.CN(C=O)C>[C:1]([O:4][CH2:5][C:6](=[O:30])[C@@H:7]1[C@:24]2([CH3:25])[C@H:10]([C@H:11]3[C:21](=[CH:22][CH2:23]2)[C@:19]2([CH3:20])[C:14](=[CH:15][C:16](=[O:27])[CH:17]=[CH:18]2)[C@@H:13]([Cl:28])[CH2:12]3)[CH2:9][C@H:8]1[CH3:29])(=[O:3])[CH3:2]. Procedure details: A solution of 14.0 g of 21-acetoxy-6α-chloro-11β-hydroxy-16α-methyl-1,4-pregnadiene-3,20-dione in 29 ml of collidine and 90 ml of DMF is combined with 11 ml of methanesulfonic acid chloride containing 3% sulfur dioxide and agitated at room temperature. After 15 minutes, 15 ml of water is added under ice cooling. The thus-obtained precipitate is filtered off, washed with water, and dried in the open air. The crude product is chromatographed on silica gel. With 33-61% ethyl acetate-hexane, 12.1 g ... Starting materials: C1CCOC1 (THF), [OH-].[K+] (KOH), C(=C)C1=C(C=C(S1)C(=O)OC)C1=CN=C2N1N=CC=C2 (Methyl 5-ethenyl-4-(imidazo[1,2-b]pyridazin-3-yl)thiophene-2-carboxylate). The solvent is CO (MeOH), CO (methanol). Conditions: temperature 60 celsius, time 18 hour. The product is C(=C)C1=C(C=C(S1)C(=O)O)C1=CN=C2N1N=CC=C2 (5-Ethenyl-4-(imidazo[1,2-b]pyridazin-3-yl)thiophene-2-carboxylic acid). RXN SMILES: [CH:1]([C:3]1[S:7][C:6]([C:8]([O:10]C)=[O:9])=[CH:5][C:4]=1[C:12]1[N:16]2[N:17]=[CH:18][CH:19]=[CH:20][C:15]2=[N:14][CH:13]=1)=[CH2:2].C1COCC1.[OH-].[K+]>CO>[CH:1]([C:3]1[S:7][C:6]([C:8]([OH:10])=[O:9])=[CH:5][C:4]=1[C:12]1[N:16]2[N:17]=[CH:18][CH:19]=[CH:20][C:15]2=[N:14][CH:13]=1)=[CH2:2] |f:2.3|. Procedure: Methyl 5-ethenyl-4-(imidazo[1,2-b]pyridazin-3-yl)thiophene-2-carboxylate (130 mg, 0.456 mmol) was dissolved in methanol (2.28 mL) and THF (2.28 mL) and 1M KOH in MeOH (1.38 mL, 1.38 mmol) was added to the mixture. The solution was left to stir at 60° C. for 18 h. The reaction was cooled to room temperature and concentrated under reduced pressure. 1N HCl was added to the residue and the precipitate filtered. The precipitate was then dried under high vacuum affording the title compound as a yellow... Reactants: C([C@H](C)N)N ((S)-1,2-propanediamine), 80.84, CC1=CC=C(C=C1)S(=O)(=O)Cl (4-methylbenzenesulfonyl chloride), ClCCl (dichloromethane). Solvent: CC(CC(C)O)C (4-methyl-2-pentanol). Run at temperature 20 celsius, time 8 hour. The product is 50.75, N[C@H](CNS(=O)(=O)C1=CC=C(C=C1)C)C ((S)-N-2-aminopropyl-4-methylbenzenesulfonamide). The yield is 52.4%. Reaction SMILES: [CH2:1]([NH2:5])[C@@H:2]([NH2:4])[CH3:3].[CH3:6][C:7]1[CH:12]=[CH:11][C:10]([S:13](Cl)(=[O:15])=[O:14])=[CH:9][CH:8]=1.ClCCl>CC(C)CC(O)C>[NH2:4][C@@H:2]([CH3:3])[CH2:1][NH:5][S:13]([C:10]1[CH:11]=[CH:12][C:7]([CH3:6])=[CH:8][CH:9]=1)(=[O:15])=[O:14]. Procedure details: To 62.9 parts of (S)-1,2-propanediamine under a nitrogen atmosphere (temp. 0°-5° C.) was added dropwise over 7 hours a solution of 80.84 parts of 4-methylbenzenesulfonyl chloride in 1689 parts of dichloromethane. After stirring overnight at 20° C., the reaction mixture was washed with 250 parts of water (3×). The organic layer was separated, dried, filtered and evaporated. About 1 gram of the thus obtained product was recrystallized from 2-propanol. After cooling to 0° C,, filtering and drying, ... Reactants: BrCC1=C(C=C(C(=O)OC)C=C1)OS(=O)(=O)C (methyl 4-(bromomethyl)-3-[(methylsulfonyl)oxy]benzoate), CC1NC2=CC=CC=C2CC1 (2-methyl-1,2,3,4-tetrahydroquinoline), C([O-])([O-])=O.[K+].[K+] (potassium carbonate), CN(C=O)C (N,N-dimethylformamide). Run in C(C)(=O)OCC (ethyl acetate). Reaction conditions: temperature 70 celsius, time 23 hour. Product: CC1N(C2=CC=CC=C2CC1)CC1=C(C=C(C(=O)OC)C=C1)OS(=O)(=O)C (methyl 4-[(2-methyl-3,4-dihydroquinolin-1(2H)-yl)methyl]-3-[(methylsulfonyl)oxy]benzoate). Yield: 73.5%. As a reaction SMILES: Br[CH2:2][C:3]1[CH:12]=[CH:11][C:6]([C:7]([O:9][CH3:10])=[O:8])=[CH:5][C:4]=1[O:13][S:14]([CH3:17])(=[O:16])=[O:15].[CH3:18][CH:19]1[CH2:28][CH2:27][C:26]2[C:21](=[CH:22][CH:23]=[CH:24][CH:25]=2)[NH:20]1.C(=O)([O-])[O-].[K+].[K+].CN(C)C=O>C(OCC)(=O)C>[CH3:18][CH:19]1[CH2:28][CH2:27][C:26]2[C:21](=[CH:22][CH:23]=[CH:24][CH:25]=2)[N:20]1[CH2:2][C:3]1[CH:12]=[CH:11][C:6]([C:7]([O:9][CH3:10])=[O:8])=[CH:5][C:4]=1[O:13][S:14]([CH3:17])(=[O:16])=[O:15] |f:2.3.4|. Procedure: A mixture of methyl 4-(bromomethyl)-3-[(methylsulfonyl)oxy]benzoate (0.70 g, 2.2 mmol), 2-methyl-1,2,3,4-tetrahydroquinoline (0.39 g, 2.6 mmol), potassium carbonate (0.60 g, 4.3 mmol) and N,N-dimethylformamide (14 mL) was stirred at 70° C. for 23 hr. The reaction mixture was diluted with ethyl acetate, washed with water and saturated brine, dried over anhydrous magnesium sulfate, and concentrated under reduced pressure. The residue was purified by silica gel column chromatography (hexane/ethyl a... Reactants: N1=CC=CC=C1.F (hydrogen fluoride-pyridine), C(CCC)(=O)OC1=C(SCCCCCC(=O)OCCCC)[C@H]([C@@H](C1)O[Si](C)(C)C(C)(C)C)\C=C\[C@H](C[C@@H](CCCC)C)O[Si](C)(C)C(C)(C)C (butyl (11R,12S,13E,15S,17R)-9-butyryloxy-11,15-bis(tert-butyldimethylsiloxy)-17,20-dimethyl-7-thiaprosta-8,13-dienoate). The product is C(CCC)(=O)OC1=C(SCCCCCC(=O)OCCCC)[C@H]([C@@H](C1)O)\C=C\[C@H](C[C@@H](CCCC)C)O (butyl (11R,12S,13E,15S,17R)-9-butyryloxy-11,15-dihydroxy-17,20-dimethyl-7-thiaprosta-8,13-dienoate). The yield is 71.7%. As a reaction SMILES: N1C=CC=CC=1.F.[C:8]([O:13][C:14]1[CH2:31][C@@H:30]([O:32][Si](C(C)(C)C)(C)C)[C@H:29](/[CH:40]=[CH:41]/[C@@H:42]([O:50][Si](C(C)(C)C)(C)C)[CH2:43][C@H:44]([CH3:49])[CH2:45][CH2:46][CH2:47][CH3:48])[C:15]=1[S:16][CH2:17][CH2:18][CH2:19][CH2:20][CH2:21][C:22]([O:24][CH2:25][CH2:26][CH2:27][CH3:28])=[O:23])(=[O:12])[CH2:9][CH2:10][CH3:11]>>[C:8]([O:13][C:14]1[CH2:31][C@@H:30]([OH:32])[C@H:29](/[CH:40]=[CH:41]/[C@@H:42]([OH:50])[CH2:43][C@H:44]([CH3:49])[CH2:45][CH2:46][CH2:47][CH3:48])[C:15]=1[S:16][CH2:17][CH2:18][CH2:19][CH2:20][CH2:21][C:22]([O:24][CH2:25][CH2:26][CH2:27][CH3:28])=[O:23])(=[O:12])[CH2:9][CH2:10][CH3:11] |f:0.1|. Procedure: Using as the material and reagent a hydrogen fluoride-pyridine solution (0.2 ml) and butyl (11R,12S,13E,15S,17R)-9-butyryloxy-11,15-bis(tert-butyldimethylsiloxy)-17,20-dimethyl-7-thiaprosta-8,13-dienoate (138 mg), the same procedure as in Example 2 was performed to obtain butyl (11R,12S,13E,15S,17R)-9-butyryloxy-11,15-dihydroxy-17,20-dimethyl-7-thiaprosta-8,13-dienoate (69 mg, 72%).